From a dataset of the Open Reaction Database (ORD), a public repository of structured organic reaction records. describe an organic reaction: reactants, conditions, products, and yield The reactants are CCC1COCC(C)N1C(=O)OC(C)(C)C, CO, Cl. The product is CCC1COCC(C)N1. RXN SMILES: [CH2:1]([CH3:2])[CH:3]1[CH2:4][O:5][CH2:6][CH:7]([CH3:16])[N:8]1[C:9]([O:10][C:11]([CH3:12])([CH3:13])[CH3:14])=[O:15].[CH3:18][OH:19].[ClH:17]>>[CH2:1]([CH3:2])[CH:3]1[CH2:4][O:5][CH2:6][CH:7]([CH3:16])[NH:8]1. Starting materials: C(CCCCCCC)(=O)C1=CC=C(OC(C(=O)OCC)CCCCCC)C=C1 (Ethyl (RS)-2-[4-Octanoylphenoxy]octanoate), [OH-].[Li+] (lithium hydroxide). Yields the product C(CCCCCCC)(=O)C1=CC=C(OC(C(=O)O)CCCCCC)C=C1 ((RS)-2-[4-Octanoylphenoxy]octanoic Acid). Yield: 84.0%. RXN SMILES: [C:1]([C:10]1[CH:28]=[CH:27][C:13]([O:14][CH:15]([CH2:21][CH2:22][CH2:23][CH2:24][CH2:25][CH3:26])[C:16]([O:18]CC)=[O:17])=[CH:12][CH:11]=1)(=[O:9])[CH2:2][CH2:3][CH2:4][CH2:5][CH2:6][CH2:7][CH3:8].[OH-].[Li+]>>[C:1]([C:10]1[CH:28]=[CH:27][C:13]([O:14][CH:15]([CH2:21][CH2:22][CH2:23][CH2:24][CH2:25][CH3:26])[C:16]([OH:18])=[O:17])=[CH:12][CH:11]=1)(=[O:9])[CH2:2][CH2:3][CH2:4][CH2:5][CH2:6][CH2:7][CH3:8] |f:1.2|. Reported procedure: 1-[4-Hydroxyphenyl]-1-octanone (440 mg, 2.0 mmol) and ethyl (RS)-2-bromooctanoate (552 mg, 2.2 mmol) were reacted according to the procedure used for the preparation of I to give Ethyl (RS)-2-[4-Octanoylphenoxy]octanoate (605 mg, 78%). 1H NMR (400 MHz, CDCl3): δ 7.91 (d, J=9.0 Hz, 2H), 6.88 (d, J=9.0 Hz, 2H), 4.66 (dd, J=5.1, 7.4 Hz, 1H), 4.20 (q, J=7.0 Hz, 2H), 2.88 (t, J=7.5 Hz, 2H), 1.88-2.02 (m, 2H), 1.70 (tt, J=7.2, 7.2 Hz, 2H), 1.41-1.56 (m, 2H), 1.25-1.37 (m, 14H), 1.23 (t, J=7.1 Hz, 3H),...